This data is from the Open Reaction Database (ORD), a public repository of structured organic reaction records. The task is: describe an organic reaction: reactants, conditions, products, and yield Yields the product N1N=C(C2=C1CNC2)N (1,4,5,6-tetrahydropyrrolo[3,4-c]pyrazol-3-amine). Procedure details: tert-Butyl 3-amino-4,6-dihydropyrrolo[3,4-c]pyrazole-5(1H)-carboxylate (3670 mg, 16.36 mmol) was treated with TFA/CH2Cl2 (v/v=1/1) for 1 h. The reaction mixture was concentrated and the residue was treated with CH2Cl2/hexanes and then concentrated to give a solid. The product was passed through ion-exchange resin Strata X—C™ to give the title product (LC-MS: 125.05 (M+1) As a reaction SMILES: [NH2:1][C:2]1[C:3]2[CH2:9][N:8](C(OC(C)(C)C)=O)[CH2:7][C:4]=2[NH:5][N:6]=1.C(O)(C(F)(F)F)=O.C(Cl)Cl>>[NH:5]1[C:4]2[CH2:7][NH:8][CH2:9][C:3]=2[C:2]([NH2:1])=[N:6]1 |f:1.2|. Reactants: NC=1C2=C(NN1)CN(C2)C(=O)OC(C)(C)C (tert-Butyl 3-amino-4,6-dihydropyrrolo[3,4-c]pyrazole-5(1H)-carboxylate), C(=O)(C(F)(F)F)O.C(Cl)Cl (TFA CH2Cl2). The reactants are hydrochloride salt, CN(C([C@H](CCCCNC(C)=O)NC([C@@H](CC1=CC=CC=C1)NC)=O)=O)C ((2S)-6-acetylamino-2-(((2R)-2-(methylamino)-3-phenylpropionyl)amino)hexanoic acid dimethylamide), C(C)N(C(C)C)C(C)C (ethyidiisopropylamine), Cl.CN(CCCN=C=NCC)C (N-(3-Dimethylaminopropyl)-N'-ethylcarbodiimide hydrochloride), C(C)(C)(C)OC(=O)N(C)[C@@H](C(=O)O)CC1=CC2=CC=CC=C2C=C1 ((2R)-2-(N-(tert-butoxycarbonyl)-N-methylamino)-3-(2-naphthyl)propionic acid), ON1N=NC2=C1N=CC=C2 (1-hydroxy-7-azabenzotriazole). Run in C(C)(=O)OCC (ethyl acetate), ClCCl (dichloromethane), CN(C=O)C (N,N-dimethylformamide), ClCCl (dichloromethane), CN(C=O)C (N,N-dimethylformamide). Conditions: temperature 0 celsius, time 20 minute. Yields the product C(C)(C)(C)OC(N(C)[C@H](CC1=CC2=CC=CC=C2C=C1)C(N(C)[C@H](CC1=CC=CC=C1)C(N[C@@H](CCCCNC(C)=O)C(N(C)C)=O)=O)=O)=O (N-((1R)-1-{N-[(1R)-1-((1S)-5-(acetylamino)-1-(dimethylcarbamoyl)pentylcarbamoyl)-2-phenylethyl]-N-methylcarbamoyl)-2-(2-naphthyl)ethyl)-N-methylcarbamic acid tert-butyl ester). Yield: 73.6%. Reaction SMILES: Cl.CN(C)CCCN=C=NCC.[C:13]([O:17][C:18]([N:20]([C@H:22]([CH2:26][C:27]1[CH:36]=[CH:35][C:34]2[C:29](=[CH:30][CH:31]=[CH:32][CH:33]=2)[CH:28]=1)[C:23]([OH:25])=O)[CH3:21])=[O:19])([CH3:16])([CH3:15])[CH3:14].ON1C2N=CC=CC=2N=N1.[CH3:47][N:48]([CH3:73])[C:49](=[O:72])[C@@H:50]([NH:59][C:60](=[O:71])[C@H:61]([NH:69][CH3:70])[CH2:62][C:63]1[CH:68]=[CH:67][CH:66]=[CH:65][CH:64]=1)[CH2:51][CH2:52][CH2:53][CH2:54][NH:55][C:56](=[O:58])[CH3:57].C(N(C(C)C)C(C)C)C>ClCCl.CN(C)C=O.C(OCC)(=O)C>[C:13]([O:17][C:18](=[O:19])[N:20]([C@@H:22]([C:23](=[O:25])[N:69]([C@@H:61]([C:60](=[O:71])[NH:59][C@H:50]([C:49](=[O:72])[N:48]([CH3:47])[CH3:73])[CH2:51][CH2:52][CH2:53][CH2:54][NH:55][C:56](=[O:58])[CH3:57])[CH2:62][C:63]1[CH:68]=[CH:67][CH:66]=[CH:65][CH:64]=1)[CH3:70])[CH2:26][C:27]1[CH:28]=[CH:29][C:30]2[C:35](=[CH:34][CH:33]=[CH:32][CH:31]=2)[CH:36]=1)[CH3:21])([CH3:15])([CH3:14])[CH3:16] |f:0.1|. Procedure: N-(3-Dimethylaminopropyl)-N'-ethylcarbodiimide hydrochloride (594 mg, 3.1 mmol) was added at 0° C. to a solution of (2R)-2-(N-(tert-butoxycarbonyl)-N-methylamino)-3-(2-naphthyl)propionic acid (1.02 g, 3.1 mmol) and 1-hydroxy-7-azabenzotriazole (422 mg, 3.1 mmol) in dichloromethane (10 ml) and N,N-dimethylformamide (5 ml). The reaction mixture was stirred for 20 min at 0° C. A solution of the hydrochloride salt of crude (2S)-6-acetylamino-2-(((2R)-2-(methylamino)-3-phenylpropionyl)amino)hexanoic ... Reactants: ( a ), ( 1 ), COC1=CC=C(C=C1)C(C)(C(C)=O)C (2-(4-methoxyphenyl)-2-methyl-3-butanone), O(C1=CC=CC=C1)C=1C=C(C=O)C=CC1 (3-phenoxybenzaldehyde), [OH-].[K+] (KOH), CO (methanol). Conditions: temperature 40 celsius, time 2 hour. The product is O(C1=CC=CC=C1)C=1C=C(C=CC1)C=CC(C(C)(C)C1=C(C=CC=C1)OC)=O (1-(3-phenoxyphenyl)-4-(methoxyphenyl)-4-methyl-1-penten-3-one). Reaction SMILES: CO[C:3]1[CH:8]=[CH:7][C:6]([C:9]([CH3:14])([C:11](=[O:13])[CH3:12])[CH3:10])=[CH:5][CH:4]=1.[O:15]([C:22]1[CH:23]=[C:24]([CH:27]=[CH:28][CH:29]=1)[CH:25]=O)[C:16]1[CH:21]=[CH:20][CH:19]=[CH:18][CH:17]=1.[OH-:30].[K+].[CH3:32]O>>[O:15]([C:22]1[CH:23]=[C:24]([CH:25]=[CH:12][C:11](=[O:13])[C:9]([C:6]2[CH:5]=[CH:4][CH:3]=[CH:8][C:7]=2[O:30][CH3:32])([CH3:10])[CH3:14])[CH:27]=[CH:28][CH:29]=1)[C:16]1[CH:21]=[CH:20][CH:19]=[CH:18][CH:17]=1 |f:2.3|. Reported procedure: A mixture of 10 g of 2-(4-methoxyphenyl)-2-methyl-3-butanone, 33.7 g of 3-phenoxybenzaldehyde, 80 ml of methanol and 4.0 g of KOH was stirred at 40° C. for two hours, and then treated in the same manner as described in (a) of (1) of Synthesis Example 1 to give 25 g of 1-(3-phenoxyphenyl)-4-(methoxyphenyl)-4-methyl-1-penten-3-one. Starting materials: C(C1=CC=CC=C1)OC(C[C@H](C(=O)N[C@@H](C(C)(C)C)C(NC)=O)NC(=O)OC(C)(C)C)=O (3(R)-t-butyloxycarbonylamino-N-(2,2-dimethyl-1(S)-(methylcarbamoyl)propyl)succinamic acid benzyl ester), CN(C)C(=[N+](C)C)ON1C2=C(C=CC=C2)N=N1.[B-](F)(F)(F)F (TBTU), C(C)(=C)OC([C@H](NC(=O)OC(C)(C)C)CC(=O)[O-])=O (β-allyl-N-t-butoxycarbonyl-D-aspartate), CNC([C@@H](N)C(C)(C)C)=O (L-t-leucine N-methylamide). The product is C(C=C)OC(C[C@H](C(=O)N[C@@H](C(C)(C)C)C(NC)=O)NC(=O)OC(C)(C)C)=O (3(R)-(t-butoxycarbonylamino)-N-(2,2-dimethyl-1(S)-(methylcarbamoyl)propyl)succinamic acid allyl ester). Yield: 84.0%. RXN SMILES: [CH2:1]([O:8][C:9](=[O:32])[CH2:10][C@@H:11]([NH:24][C:25]([O:27][C:28]([CH3:31])([CH3:30])[CH3:29])=[O:26])[C:12]([NH:14][C@H:15]([C:20](=[O:23])[NH:21][CH3:22])[C:16]([CH3:19])([CH3:18])[CH3:17])=[O:13])[C:2]1C=CC=C[CH:3]=1.C(OC(=O)[C@@H](CC([O-])=O)NC(OC(C)(C)C)=O)(=C)C.CNC(=O)[C@H](C(C)(C)C)N.CN(C(ON1N=NC2C=CC=CC1=2)=[N+](C)C)C.[B-](F)(F)(F)F>>[CH2:1]([O:8][C:9](=[O:32])[CH2:10][C@@H:11]([NH:24][C:25]([O:27][C:28]([CH3:31])([CH3:30])[CH3:29])=[O:26])[C:12]([NH:14][C@H:15]([C:20](=[O:23])[NH:21][CH3:22])[C:16]([CH3:19])([CH3:18])[CH3:17])=[O:13])[CH:2]=[CH2:3] |f:3.4|. Reported procedure: According to Example 1(b) for 3(R)-t-butyloxycarbonylamino-N-(2,2-dimethyl-1(S)-(methylcarbamoyl)propyl)succinamic acid benzyl ester, β-allyl-N-t-butoxycarbonyl-D-aspartate (Belshaw, P.; Mzengeza, S.; Lajoie, G. Syn Commun 1990, 20, 3157-3160; 2.00 g, 7.32 mmol) and L-t-leucine N-methylamide (Malon, P.; Pancoska, P.; Budesinsky, M.; Hlavacek, J.; Pospisek, J.; Blaha, K. Coll. Czech. Chem Commun. 1983, 48, 2844-2861; 1.05 g, 7.32 mmol) were coupled with TBTU. The resultant yellow oil was routinel... The reactants are COC(C1=CC(=CC=C1)OCCCCCCCCCCCCCC)=O (3-(tetradecyloxy)benzoic acid methyl ester), [OH-].[K+] (potassium hydroxide), CO (methyl alcohol). Run in O (water). The product is C(CCCCCCCCCCCCC)OC=1C=C(C(=O)O)C=CC1 (3-(Tetradecyloxy)benzoic acid). Isolated yield 93.1%. RXN SMILES: C[O:2][C:3](=[O:25])[C:4]1[CH:9]=[CH:8][CH:7]=[C:6]([O:10][CH2:11][CH2:12][CH2:13][CH2:14][CH2:15][CH2:16][CH2:17][CH2:18][CH2:19][CH2:20][CH2:21][CH2:22][CH2:23][CH3:24])[CH:5]=1.[OH-].[K+].CO>O>[CH2:11]([O:10][C:6]1[CH:5]=[C:4]([CH:9]=[CH:8][CH:7]=1)[C:3]([OH:25])=[O:2])[CH2:12][CH2:13][CH2:14][CH2:15][CH2:16][CH2:17][CH2:18][CH2:19][CH2:20][CH2:21][CH2:22][CH2:23][CH3:24] |f:1.2|. Procedure: The title compound is prepared by the procedure of Example 2 using 234 g of 3-(tetradecyloxy)benzoic acid methyl ester, 113.0 g of potassium hydroxide, 1 L of methyl alcohol and 120 ml of water. The solid residue is recrystallized from methyl alcohol/ethyl alcohol to give 209 g of the desired product. Reactants: C(C1=CC=CC=C1)N1C=NC=C1C1CC(C2=C(C(=C(C=C12)OC)C)C)=O (3-(3-Benzyl-3H-imidazol-4-yl)-5-methoxy-6,7-dimethylindan-1-one). The reagents and catalysts are [Pd] (palladium on carbon). The solvent is C(C)O (ethanol). The product is N1C=NC(=C1)C1CC(C2=C(C(=C(C=C12)OC)C)C)=O (3-(1H-Imidazol-4-yl)-5-methoxy-6,7-dimethylindan-1-one). Reaction SMILES: C([N:8]1[C:12]([CH:13]2[C:21]3[C:16](=[C:17]([CH3:25])[C:18]([CH3:24])=[C:19]([O:22][CH3:23])[CH:20]=3)[C:15](=[O:26])[CH2:14]2)=[CH:11][N:10]=[CH:9]1)C1C=CC=CC=1>C(O)C.[Pd]>[NH:10]1[CH:11]=[C:12]([CH:13]2[C:21]3[C:16](=[C:17]([CH3:25])[C:18]([CH3:24])=[C:19]([O:22][CH3:23])[CH:20]=3)[C:15](=[O:26])[CH2:14]2)[N:8]=[CH:9]1. Procedure: 3-(3-Benzyl-3H-imidazol-4-yl)-5-methoxy-6,7-dimethylindan-1-one (1.1 g) is dissolved in ethanol (90 ml). The reaction solution is hydrogenated at 50-55° C. with 10% palladium on carbon as catalyst for 7 hours. The mixture is filtered to remove the catalyst, and the filtrate is evaporated under reduced pressure. The product is converted to its hydrochloride salt in ethyl acetate using dry hydrochloric acid. The yield is 0.6 g, m.p. 258-261° C.